The task is: describe an organic reaction: reactants, conditions, products, and yield. This data is from the Open Reaction Database (ORD), a public repository of structured organic reaction records. The reactants are COC(C(C(=O)OC)C1(OC2=C(CC1)C(=C(C(=C2C)C)OCC2=CC=CC=C2)C)C)=O (rac-3,4-dihydro-2,5,7,8-tetramethyl-6-(phenylmethoxy)-2H-1-benzopyran-2-ylpropanedioic acid dimethyl ester), [OH-].[K+] (potassium hydroxide), C(CO)O.O (ethylene glycol water), CCOCC (ether). The solvent is O (water). Yields the product CC1(OC2=C(CC1)C(=C(C(=C2C)C)OCC2=CC=CC=C2)C)CC(=O)O (rac-3,4-dihydro-2,5,7,8-tetramethyl-6-(phenylmethoxy)-2H-1-benzopyran-2-acetic acid). Reaction SMILES: C[O:2][C:3](=[O:31])[CH:4]([C:9]1([CH3:30])[CH2:14][CH2:13][C:12]2[C:15]([CH3:29])=[C:16]([O:21][CH2:22][C:23]3[CH:28]=[CH:27][CH:26]=[CH:25][CH:24]=3)[C:17]([CH3:20])=[C:18]([CH3:19])[C:11]=2[O:10]1)C(OC)=O.[OH-].[K+].C(O)CO.O.CCOCC>O>[CH3:30][C:9]1([CH2:4][C:3]([OH:31])=[O:2])[CH2:14][CH2:13][C:12]2[C:15]([CH3:29])=[C:16]([O:21][CH2:22][C:23]3[CH:28]=[CH:27][CH:26]=[CH:25][CH:24]=3)[C:17]([CH3:20])=[C:18]([CH3:19])[C:11]=2[O:10]1 |f:1.2,3.4|. Procedure: A mixture of 0.43 g (1 mmole) of rac-3,4-dihydro-2,5,7,8-tetramethyl-6-(phenylmethoxy)-2H-1-benzopyran-2-ylpropanedioic acid dimethyl ester, 0.56 g (10 mmoles) of potassium hydroxide, and 25 ml of 9:1 ethylene glycol-water is stirred and refluxed for 8 hr. The mixture is cooled, diluted with water, and extracted with ether (the ether extract is discarded). The aqueous, alkaline solution is acidified with 3NHCl and the acid product isolated by ether extraction. The ether extracts are combined, wa... Reactants: [Li+].[Cl-] (LiCl), COC1=CC(=C(C=C1)C1C(C(C2=CC=C(C=C12)OCCC)C1=CC2=C(C=C1)OCO2)C(=O)OC)OS(=O)(=O)C(F)(F)F (Methyl(1RS,2RS,3RS)-3-(4-Methoxy-2-trifluoromethanesulfonyloxyphenyl)-1-(3,4-methylenedioxyphenyl)-5-(prop-1-yloxy)indane-2-carboxylate), C(CCC)[Sn](CCCC)(CCCC)C1=CC=CC=C1 (tri(but-1-yl)stannylbenzene). Reagents/catalysts: C=1C=CC(=CC1)[P](C=2C=CC=CC2)(C=3C=CC=CC3)[Pd]([P](C=4C=CC=CC4)(C=5C=CC=CC5)C=6C=CC=CC6)([P](C=7C=CC=CC7)(C=8C=CC=CC8)C=9C=CC=CC9)[P](C=1C=CC=CC1)(C=1C=CC=CC1)C=1C=CC=CC1 (tetrakis(triphenylphosphine)palladium(0)). The solvent is O1CCOCC1 (dioxane), O1CCOCC1 (dioxane), C(C)(=O)OCC (ethyl acetate). Product: COC1=CC(=C(C=C1)C1C(C(C2=CC=C(C=C12)OCCC)C1=CC2=C(C=C1)OCO2)C(=O)OC)C2=CC=CC=C2 (Methyl(1RS,2RS,3RS)-3-(4-Methoxy-2-phenylphenyl)-1-(3,4-methylenedioxyphenyl)-5-(prop-1-yloxy)indane-2-carboxylate). Reaction SMILES: [Li+].[Cl-].[CH3:3][O:4][C:5]1[CH:10]=[CH:9][C:8]([CH:11]2[C:19]3[C:14](=[CH:15][CH:16]=[C:17]([O:20][CH2:21][CH2:22][CH3:23])[CH:18]=3)[CH:13]([C:24]3[CH:29]=[CH:28][C:27]4[O:30][CH2:31][O:32][C:26]=4[CH:25]=3)[CH:12]2[C:33]([O:35][CH3:36])=[O:34])=[C:7](OS(C(F)(F)F)(=O)=O)[CH:6]=1.C([Sn]([C:58]1[CH:63]=[CH:62][CH:61]=[CH:60][CH:59]=1)(CCCC)CCCC)CCC>O1CCOCC1.C(OCC)(=O)C.C1C=CC([P]([Pd]([P](C2C=CC=CC=2)(C2C=CC=CC=2)C2C=CC=CC=2)([P](C2C=CC=CC=2)(C2C=CC=CC=2)C2C=CC=CC=2)[P](C2C=CC=CC=2)(C2C=CC=CC=2)C2C=CC=CC=2)(C2C=CC=CC=2)C2C=CC=CC=2)=CC=1>[CH3:3][O:4][C:5]1[CH:10]=[CH:9][C:8]([CH:11]2[C:19]3[C:14](=[CH:15][CH:16]=[C:17]([O:20][CH2:21][CH2:22][CH3:23])[CH:18]=3)[CH:13]([C:24]3[CH:29]=[CH:28][C:27]4[O:30][CH2:31][O:32][C:26]=4[CH:25]=3)[CH:12]2[C:33]([O:35][CH3:36])=[O:34])=[C:7]([C:58]2[CH:63]=[CH:62][CH:61]=[CH:60][CH:59]=2)[CH:6]=1 |f:0.1,^1:79,81,100,119|. Procedure details: To a slurry of anhydrous LiCl (46 mg, 1.1 mmol) and tetrakis(triphenylphosphine)palladium(0) (24 mg, 0.02 mmol) in dry dioxane (3 mL) was added a solution of Methyl(1RS,2RS,3RS)-3-(4-Methoxy-2-trifluoromethanesulfonyloxyphenyl)-1-(3,4-methylenedioxyphenyl)-5-(prop-1-yloxy)indane-2-carboxylate (95 mg, 0.16 mmol) and tri(but-1-yl)stannylbenzene (319 mg, 0.87 mmol) in dioxane (1 mL). The mixture was refluxed under Argon for 17 h, cooled to room temperature, diluted with ethyl acetate (5 ml) and the...